Dataset: the Open Reaction Database (ORD), a public repository of structured organic reaction records. Task: describe an organic reaction: reactants, conditions, products, and yield Starting materials: NCC(C)(C)C1=CC=C(C(=O)NCCC=2C=C3C(=CNC3=CC2)C#N)C=C1 (4-[2-amino-1,1-dimethyl-ethyl]-N-[2-(3-cyano-1H-indol-5-yl)-ethyl]-benzamide), N1=CC=CC=C1 (pyridine), CS(=O)(=O)Cl (methanesulfonyl chloride). The solvent is C(Cl)Cl (CH2Cl2). Conditions: time 5 minute. Yields the product C(#N)C1=CNC2=CC=C(C=C12)CCNC(C1=CC=C(C=C1)C(CNS(=O)(=O)C)(C)C)=O (N[2-(3-cyano-1H-indol-5-yl)-ethyl]-4-(2-methanesulfonylamino-1,1-dimethyl-ethyl)-benzamide). Yield: 80.2%. Reaction SMILES: [NH2:1][CH2:2][C:3]([C:6]1[CH:27]=[CH:26][C:9]([C:10]([NH:12][CH2:13][CH2:14][C:15]2[CH:16]=[C:17]3[C:21](=[CH:22][CH:23]=2)[NH:20][CH:19]=[C:18]3[C:24]#[N:25])=[O:11])=[CH:8][CH:7]=1)([CH3:5])[CH3:4].N1C=CC=CC=1.[CH3:34][S:35](Cl)(=[O:37])=[O:36]>C(Cl)Cl>[C:24]([C:18]1[C:17]2[C:21](=[CH:22][CH:23]=[C:15]([CH2:14][CH2:13][NH:12][C:10](=[O:11])[C:9]3[CH:8]=[CH:7][C:6]([C:3]([CH3:5])([CH3:4])[CH2:2][NH:1][S:35]([CH3:34])(=[O:37])=[O:36])=[CH:27][CH:26]=3)[CH:16]=2)[NH:20][CH:19]=1)#[N:25]. Procedure details: To a solution of 4-[2-amino-1,1-dimethyl-ethyl]-N-[2-(3-cyano-1H-indol-5-yl)-ethyl]-benzamide (97 mg, 0.27 mmol) (reference example 105) in CH2Cl2 (1 ml) was added pyridine (24 μL, 0.30 mmol) and methanesulfonyl chloride (23 μL, 0.30 mmol). The reaction was stirred for 5 min then concentrated under reduced pressure. The residue was purified by flash chromatography (eluting with 8% 7M NH3 in CH3OH/CH2Cl2 to give 95 mg of product. MS (ion spray) m/z 439 (M+H)+. Reactants: CC(=O)O, CO, CCOC(=O)Cl, CC(O)c1ccc(S(=O)(=O)NC2CCNCC2)c2ccccc12. The product is CCOC(=O)N1CCC(NS(=O)(=O)c2ccc(C(C)O)c3ccccc23)CC1. Reaction SMILES: [C:1]([OH:2])(=[O:3])[CH3:4].[CH3:34][OH:35].[Cl:28][C:29](=[O:30])[O:31][CH2:32][CH3:33].[NH:5]1[CH2:6][CH2:7][CH:8]([NH:11][S:12](=[O:13])(=[O:14])[c:15]2[cH:16][cH:17][c:18]([CH:25]([CH3:26])[OH:27])[c:19]3[cH:20][cH:21][cH:22][cH:23][c:24]23)[CH2:9][CH2:10]1>>[N:5]1([C:29](=[O:30])[O:31][CH2:32][CH3:33])[CH2:6][CH2:7][CH:8]([NH:11][S:12](=[O:13])(=[O:14])[c:15]2[cH:16][cH:17][c:18]([CH:25]([CH3:26])[OH:27])[c:19]3[cH:20][cH:21][cH:22][cH:23][c:24]23)[CH2:9][CH2:10]1. Reactants: N#Cc1ccc(C(=O)NC2CCN(C3CCCCC3)C2)cc1, CCO, Cl, [H][H]. Yields the product NCc1ccc(C(=O)NC2CCN(C3CCCCC3)C2)cc1. RXN SMILES: [C:1](#[N:2])[c:3]1[cH:4][cH:5][c:6]([C:7](=[O:8])[NH:9][CH:10]2[CH2:11][N:12]([CH:15]3[CH2:16][CH2:17][CH2:18][CH2:19][CH2:20]3)[CH2:13][CH2:14]2)[cH:21][cH:22]1.[CH3:26][CH2:27][OH:28].[ClH:23].[H:24][H:25]>>[CH2:1]([NH2:2])[c:3]1[cH:4][cH:5][c:6]([C:7](=[O:8])[NH:9][CH:10]2[CH2:11][N:12]([CH:15]3[CH2:16][CH2:17][CH2:18][CH2:19][CH2:20]3)[CH2:13][CH2:14]2)[cH:21][cH:22]1. Reactants: CCCCc1noc(C)c1C=Cc1cc(C(=O)OCC)on1, Cc1ccccc1, C1CN=C2NCCCN2C1, NCCO. The product is CCCCc1noc(C)c1C=Cc1cc(C(=O)NCCO)on1. Reaction SMILES: [CH2:1]([O:2][C:4](=[O:5])[c:6]1[cH:7][c:8]([CH:11]=[CH:12][c:13]2[c:14]([CH2:19][CH2:20][CH2:21][CH3:22])[n:15][o:16][c:17]2[CH3:18])[n:9][o:10]1)[CH3:3].[CH3:37][c:38]1[cH:39][cH:40][cH:41][cH:42][cH:43]1.[N:27]12[CH2:28][CH2:29][CH2:30][NH:31][C:32]1=[N:33][CH2:34][CH2:35][CH2:36]2.[NH2:23][CH2:24][CH2:25][OH:26]>>[C:4](=[O:5])([c:6]1[cH:7][c:8]([CH:11]=[CH:12][c:13]2[c:14]([CH2:19][CH2:20][CH2:21][CH3:22])[n:15][o:16][c:17]2[CH3:18])[n:9][o:10]1)[NH:23][CH2:24][CH2:25][OH:26]. Reactants: N[C@H]1CC[C@H](CC1)NC(=O)C1=CNC2=C1N=CN=C2C2=C(C=C(C=C2)OC)OCC2CC2 (cis-4-(2-cyclopropylmethoxy-4-methoxy-phenyl)-5H-pyrrolo[3,2-d]pyrimidine-7-carboxylic acid (4-amino-cyclohexyl)-amide), COCC(=O)Cl (methoxy-acetyl chloride). Yields the product COCC(=O)N[C@H]1CC[C@H](CC1)NC(=O)C1=CNC2=C1N=CN=C2C2=C(C=C(C=C2)OC)OCC2CC2 (cis-4-(2-Cyclopropylmethoxy-4-methoxy-phenyl)-5H-pyrrolo[3,2-d]pyrimidine-7-carboxylic acid [4-(2-methoxy-acetylamino)-cyclohexyl]-amide). Reaction SMILES: [NH2:1][C@@H:2]1[CH2:7][CH2:6][C@H:5]([NH:8][C:9]([C:11]2[C:15]3[N:16]=[CH:17][N:18]=[C:19]([C:20]4[CH:25]=[CH:24][C:23]([O:26][CH3:27])=[CH:22][C:21]=4[O:28][CH2:29][CH:30]4[CH2:32][CH2:31]4)[C:14]=3[NH:13][CH:12]=2)=[O:10])[CH2:4][CH2:3]1.[CH3:33][O:34][CH2:35][C:36](Cl)=[O:37]>>[CH3:33][O:34][CH2:35][C:36]([NH:1][C@@H:2]1[CH2:7][CH2:6][C@H:5]([NH:8][C:9]([C:11]2[C:15]3[N:16]=[CH:17][N:18]=[C:19]([C:20]4[CH:25]=[CH:24][C:23]([O:26][CH3:27])=[CH:22][C:21]=4[O:28][CH2:29][CH:30]4[CH2:31][CH2:32]4)[C:14]=3[NH:13][CH:12]=2)=[O:10])[CH2:4][CH2:3]1)=[O:37]. Procedure details: Starting from cis-4-(2-cyclopropylmethoxy-4-methoxy-phenyl)-5H-pyrrolo[3,2-d]pyrimidine-7-carboxylic acid (4-amino-cyclohexyl)-amide (example A151) and methoxy-acetyl chloride the title compound is obtained as colorless solid. The reactants are NC1=C(C=C(C=C1)C(=O)C1=C(N=C(S1)NCC(C)C)C)[N+](=O)[O-] (1-amino-2-nitro-4-(4-methyl-2-isobutylamino-5-thiazoloyl)-benzene), stannous chloride. Run in C(C)(=O)O (acetic acid). The product is NC1=C(C=C(C=C1)C(=O)C1=C(N=C(S1)NCC(C)C)C)N (1,2-diamino-4-(4-methyl-2-isobutylamino-5-thiazoloyl)-benzene). Reaction SMILES: [NH2:1][C:2]1[CH:7]=[CH:6][C:5]([C:8]([C:10]2[S:14][C:13]([NH:15][CH2:16][CH:17]([CH3:19])[CH3:18])=[N:12][C:11]=2[CH3:20])=[O:9])=[CH:4][C:3]=1[N+:21]([O-])=O>C(O)(=O)C>[NH2:1][C:2]1[CH:7]=[CH:6][C:5]([C:8]([C:10]2[S:14][C:13]([NH:15][CH2:16][CH:17]([CH3:19])[CH3:18])=[N:12][C:11]=2[CH3:20])=[O:9])=[CH:4][C:3]=1[NH2:21]. Reported procedure: 7 g of 1-amino-2-nitro-4-(4-methyl-2-isobutylamino-5-thiazoloyl)-benzene are reduced with 40 g of stannous chloride in 150 ml of acetic acid analogously to Example 1. Oily 1,2-diamino-4-(4-methyl-2-isobutylamino-5-thiazoloyl)-benzene is obtained and this is used in the following step. Reactants: ClC=1C=C(C=CC1)C1=NC(=CC(N1)=O)C(F)(F)F (2-(3-chlorophenyl)-6-(trifluoromethyl)pyrimidin-4(3H)-one), O=P(Cl)(Cl)Cl (POCl3). Reaction conditions: temperature 100 celsius, time 3.5 hour. Yields the product ClC1=NC(=NC(=C1)C(F)(F)F)C1=CC(=CC=C1)Cl (4-chloro-2-(3-chlorophenyl)-6-(trifluoromethyl)pyrimidine). Isolated yield 87.5%. As a reaction SMILES: [Cl:1][C:2]1[CH:3]=[C:4]([C:8]2[NH:13][C:12](=O)[CH:11]=[C:10]([C:15]([F:18])([F:17])[F:16])[N:9]=2)[CH:5]=[CH:6][CH:7]=1.O=P(Cl)(Cl)[Cl:21]>>[Cl:21][C:12]1[CH:11]=[C:10]([C:15]([F:18])([F:17])[F:16])[N:9]=[C:8]([C:4]2[CH:5]=[CH:6][CH:7]=[C:2]([Cl:1])[CH:3]=2)[N:13]=1. Reported procedure: A 250-mL round bottom flask was charged with 2-(3-chlorophenyl)-6-(trifluoromethyl)pyrimidin-4(3H)-one (3.60 g, 13.1 mmol). POCl3 (14.4 mL, 157 mmol) was cautiously added at 0° C. The resulting mixture was stirred at 100° C. for 3.5 h. After cooling to room temperature, the mixture was concentrated under reduced pressure. The residue was dissolved in dichloromethane (50 mL) and treated with aqueous sodium, bicarbonate until the pH˜8. The aqueous layer was extracted with dichloromethane (4×25 mL)...